From a dataset of the Open Reaction Database (ORD), a public repository of structured organic reaction records. describe an organic reaction: reactants, conditions, products, and yield The reactants are CC1=CC=2N(N=C1C1=CC(=CC=C1)[N+](=O)[O-])C=NN2 (7-methyl-6-(m-nitrophenyl)-1,2,4-triazolo[4,3-b]pyridazine). The reagents and catalysts are [Pt]=O (platinum oxide). Solvent: C(C)O (ethyl alcohol). The product is NC=1C=C(C=CC1)C=1C(=CC=2N(N1)C=NN2)C (6-(m-aminophenyl)-7-methyl-1,2,4-triazolo[4,3-b]pyridazine). RXN SMILES: [CH3:1][C:2]1[C:7]([C:8]2[CH:13]=[CH:12][CH:11]=[C:10]([N+:14]([O-])=O)[CH:9]=2)=[N:6][N:5]2[CH:17]=[N:18][N:19]=[C:4]2[CH:3]=1>[Pt]=O.C(O)C>[NH2:14][C:10]1[CH:9]=[C:8]([C:7]2[C:2]([CH3:1])=[CH:3][C:4]3[N:5]([CH:17]=[N:18][N:19]=3)[N:6]=2)[CH:13]=[CH:12][CH:11]=1. Procedure details: A mixture comprising 2.28 g of 7-methyl-6-(m-nitrophenyl)-1,2,4-triazolo[4,3-b]pyridazine (prepared as described in Example 5), 100 ml. of ethyl alcohol and a catalytic amount of platinum oxide is shaken in a Parr shaker under 40 pounds of hydrogen pressure for 11/2 hours. The reaction mixture is filtered free of catalyst and the filtrate is concentrated to afford the product of the example as a yellow solid, m.p. 182°-186° C. The reactants are CC(C)(C)OC(=O)NC1CN(C(=O)OCc2ccccc2)CC1CO, ClCCl, [Na+], [Na+], O=S([O-])([O-])=S. Yields the product CC(C)(C)OC(=O)NC1CN(C(=O)OCc2ccccc2)CC1C=O. As a reaction SMILES: [CH2:1]([c:2]1[cH:3][cH:4][cH:5][cH:6][cH:7]1)[O:8][C:9](=[O:10])[N:11]1[CH2:12][CH:13]([NH:18][C:19](=[O:20])[O:21][C:22]([CH3:23])([CH3:24])[CH3:25])[CH:14]([CH2:16][OH:17])[CH2:15]1.[Cl:33][CH2:34][Cl:35].[Na+:31].[Na+:32].[S:26]([O-:27])([O-:28])(=[O:29])=[S:30]>>[CH2:1]([c:2]1[cH:3][cH:4][cH:5][cH:6][cH:7]1)[O:8][C:9](=[O:10])[N:11]1[CH2:12][CH:13]([NH:18][C:19](=[O:20])[O:21][C:22]([CH3:23])([CH3:24])[CH3:25])[CH:14]([CH:16]=[O:17])[CH2:15]1. Reactants: C1(=CC=CC=C1)C=1N=CNC1 (4-phenylimidazole), FC1=CC=C(C=O)C=C1 (4-fluorobenzaldehyde), COC1(CCOCC1)C1=CC(=CC=C1)OCC1=CC=C(C=C1)N1C(=NC=C1)C (4-methoxy-4-[3-[4-(2-methylimidazol-1-yl)benzyloxy]phenyl]-3,4,5,6-tetrahydro-2H-pyran). Yields the product COC1(CCOCC1)C1=CC(=CC=C1)OCC1=CC=C(C=C1)N1C=NC(=C1)C1=CC=CC=C1 (4-Methoxy-4-[3-[4-(4-phenylimidazol-1-yl)benzyloxy]phenyl]-3,4,5,6-tetrahydro-2H-pyran). Reaction SMILES: [C:1]1([C:7]2[N:8]=[CH:9][NH:10][CH:11]=2)[CH:6]=[CH:5][CH:4]=[CH:3][CH:2]=1.FC1C=CC(C=O)=CC=1.[CH3:21][O:22][C:23]1([C:29]2[CH:34]=[CH:33][CH:32]=[C:31]([O:35][CH2:36][C:37]3[CH:42]=[CH:41][C:40](N4C=CN=C4C)=[CH:39][CH:38]=3)[CH:30]=2)[CH2:28][CH2:27][O:26][CH2:25][CH2:24]1>>[CH3:21][O:22][C:23]1([C:29]2[CH:34]=[CH:33][CH:32]=[C:31]([O:35][CH2:36][C:37]3[CH:42]=[CH:41][C:40]([N:10]4[CH:11]=[C:7]([C:1]5[CH:2]=[CH:3][CH:4]=[CH:5][CH:6]=5)[N:8]=[CH:9]4)=[CH:39][CH:38]=3)[CH:30]=2)[CH2:28][CH2:27][O:26][CH2:25][CH2:24]1. Reported procedure: The title compound was prepared from 4-phenylimidazole and 4-fluorobenzaldehyde according to the general procedure described for 4-methoxy-4-[3-[4-(2-methylimidazol-1-yl)benzyloxy]phenyl]-3,4,5,6-tetrahydro-2H-pyran (Example 2). Reactants: CC(=O)O, O=[N+]([O-])c1cccc(N(Cc2cccc(OC(F)(F)C(F)F)c2)CC(O)C(F)(F)F)c1, [Zn]. Yields the product Nc1cccc(N(Cc2cccc(OC(F)(F)C(F)F)c2)CC(O)C(F)(F)F)c1. As a reaction SMILES: [CH3:32][C:33](=[O:34])[OH:35].[N+:1]([O-:2])(=[O:3])[c:4]1[cH:5][c:6]([N:10]([CH2:11][CH:12]([C:13]([F:14])([F:15])[F:16])[OH:17])[CH2:18][c:19]2[cH:20][c:21]([O:25][C:26]([CH:27]([F:28])[F:29])([F:30])[F:31])[cH:22][cH:23][cH:24]2)[cH:7][cH:8][cH:9]1.[Zn:36]>>[NH2:1][c:4]1[cH:5][c:6]([N:10]([CH2:11][CH:12]([C:13]([F:14])([F:15])[F:16])[OH:17])[CH2:18][c:19]2[cH:20][c:21]([O:25][C:26]([CH:27]([F:28])[F:29])([F:30])[F:31])[cH:22][cH:23][cH:24]2)[cH:7][cH:8][cH:9]1. Starting materials: C(C1=CC=CC=C1)OC1=CC=C(C=C1)C1=CC(=NN1C1CCCCC1)/C=C/C(=O)OC (Methyl (2E)-3-{5-[4-(benzyloxy)phenyl]-1-cyclohexyl-1H-pyrazol -3-yl}-2-propenoate), [Li+].[OH-] (LiOH), CCOCC (Et2O). The solvent is C1CCOC1.CO (THF MeOH). Run at time 24 hour. Yields the product C1(CCCCC1)N1N=C(C=C1C1=CC=C(C=C1)OCC1=CC=CC=C1)/C=C/C(=O)O ((2E)-3-[1-cyclohexyl-5-(4-benzyloxyphenyl)-1H-pyrazol-3-yl]-2-propenoic acid). Isolated yield 86.2%. Reaction SMILES: [CH2:1]([O:8][C:9]1[CH:14]=[CH:13][C:12]([C:15]2[N:19]([CH:20]3[CH2:25][CH2:24][CH2:23][CH2:22][CH2:21]3)[N:18]=[C:17](/[CH:26]=[CH:27]/[C:28]([O:30]C)=[O:29])[CH:16]=2)=[CH:11][CH:10]=1)[C:2]1[CH:7]=[CH:6][CH:5]=[CH:4][CH:3]=1.[Li+].[OH-].CCOCC>C1COCC1.CO>[CH:20]1([N:19]2[C:15]([C:12]3[CH:13]=[CH:14][C:9]([O:8][CH2:1][C:2]4[CH:7]=[CH:6][CH:5]=[CH:4][CH:3]=4)=[CH:10][CH:11]=3)=[CH:16][C:17](/[CH:26]=[CH:27]/[C:28]([OH:30])=[O:29])=[N:18]2)[CH2:21][CH2:22][CH2:23][CH2:24][CH2:25]1 |f:1.2,4.5|. Procedure: To a solution of ester 2.3 (55 mg, 0.132 mmol) in 4.5 ml of THF/MeOH (8:1) was added 1N LiOH (2 ml), and the mixture was stirred for 24 h at rt. Concentration to remove solvent gave a residue that was taken Et2O and extracted with 0.1 N NaOH and H2O (2×). The combined aqueous extracts were acidified with concentrated HCl and extracted with EtOAc (3×). The combined organic extracts were washed with H2O, brine, dried (Na2SO4). The crude product was triturated with hexanes to afford 45.8 mg (86%) o... Reactants: CC(=O)O, COc1ccc(N)cc1, NC1=NNC(=O)C1. Yields the product COc1ccc(NC2=NNC(=O)C2)cc1. As a reaction SMILES: [CH3:17][C:18](=[O:19])[OH:20].[CH3:8][O:9][c:10]1[cH:11][cH:12][c:13]([NH2:14])[cH:15][cH:16]1.[NH2:1][C:2]1=[N:3][NH:4][C:5](=[O:7])[CH2:6]1>>[NH:1]([C:2]1=[N:3][NH:4][C:5](=[O:7])[CH2:6]1)[c:13]1[cH:12][cH:11][c:10]([O:9][CH3:8])[cH:16][cH:15]1.